describe an organic reaction: reactants, conditions, products, and yield From a dataset of the Open Reaction Database (ORD), a public repository of structured organic reaction records. Starting materials: CCOC(=O)CN1CCN(C(=O)OC(C)(C)C)CC1, ClCCl, CNOC, C[Al](C)C, Cl. Yields the product CON(C)C(=O)CN1CCN(C(=O)OC(C)(C)C)CC1. As a reaction SMILES: [C:10](=[O:11])([O:12][C:13]([CH3:14])([CH3:15])[CH3:16])[N:17]1[CH2:18][CH2:19][N:20]([CH2:23][C:24]([O:26][CH2:25][CH3:27])=[O:28])[CH2:21][CH2:22]1.[CH2:29]([Cl:30])[Cl:31].[CH3:2][O:3][NH:4][CH3:5].[CH3:6][Al:7]([CH3:8])[CH3:9].[ClH:1]>>[CH3:2][O:3][N:4]([CH3:5])[C:24]([CH2:23][N:20]1[CH2:19][CH2:18][N:17]([C:10](=[O:11])[O:12][C:13]([CH3:14])([CH3:15])[CH3:16])[CH2:22][CH2:21]1)=[O:26]. Reactants: [N+](=[N-])=C (diazomethane), CC(C)(OC(=O)OCC1=CC=C(C=C1)[N+](=O)[O-])[C@@H]1[C@H](NC1=O)CC(=O)O ([(2R,3S)-3-[1-methyl-1-(4-nitrobenzyloxycarbonyloxy)ethyl]-4-oxoazetidin-2-yl]-acetic acid). Reagents/catalysts: C(C)(=O)O (Acetic acid). The solvent is CCOCC (ether), C(Cl)Cl (methylene chloride), CO (methanol). Reaction conditions: temperature 0 celsius, time 15 minute. Product: CC(C)(OC(=O)OCC1=CC=C(C=C1)[N+](=O)[O-])[C@@H]1[C@H](NC1=O)CC(=O)OC (methyl [(2R,3S)-3-[1-methyl-1-(4-nitrobenzyloxycarbonyloxy)ethyl]-4-oxoazetidin-2-yl]acetate). Reaction SMILES: [N+](=[CH2:3])=[N-].[CH3:4][C:5]([C@H:21]1[C:24](=[O:25])[NH:23][C@@H:22]1[CH2:26][C:27]([OH:29])=[O:28])([O:7][C:8]([O:10][CH2:11][C:12]1[CH:17]=[CH:16][C:15]([N+:18]([O-:20])=[O:19])=[CH:14][CH:13]=1)=[O:9])[CH3:6]>CCOCC.C(Cl)Cl.CO.C(O)(=O)C>[CH3:6][C:5]([C@H:21]1[C:24](=[O:25])[NH:23][C@@H:22]1[CH2:26][C:27]([O:29][CH3:3])=[O:28])([O:7][C:8]([O:10][CH2:11][C:12]1[CH:13]=[CH:14][C:15]([N+:18]([O-:20])=[O:19])=[CH:16][CH:17]=1)=[O:9])[CH3:4]. Procedure: A solution of diazomethane in ether (1 ml) was added to a solution of [(2R,3S)-3-[1-methyl-1-(4-nitrobenzyloxycarbonyloxy)ethyl]-4-oxoazetidin-2-yl]-acetic acid (29 mg) in a mixture of methylene chloride (1 ml) and methanol (1 ml) at 0° C. and the mixture was stirred for 15 minutes at 0° C. Acetic acid (1 drop) was added to the mixture at 0° C. and the mixture was evaporated in vacuo. The residue was chromatographed on silica gel (1 g) eluting with a mixture of methylene chloride and ethyl aceta... Reactants: N([C@H](CCS(=O)C)C(=O)NCC(=O)N([C@@H](CC1=CC=CC=C1)C(=O)NNC(=O)C)C)C(=O)OC(C)(C)C (BOC-(D)-Met(O)-Gly-MePhe-NHNH-CO-CH3), CC(C)(C)OC(=O)N[C@@H](CC1=CC=C(C=C1)O)C(=O)OCC2=CC=C(C=C2)[N+](=O)[O-] (BOC-Tyr-ONB), N([C@@H](CC1=CC=C(C=C1)O)C(=O)N[C@H](CCSC)C(=O)NCC(=O)O)C(=O)OC(C)(C)C (BOC-Tyr-(D)-Met-Gly-OH). Solvent: CN(C)C=O (DMF). The product is N([C@@H](CC1=CC=C(C=C1)O)C(=O)N[C@H](CCS(=O)C)C(=O)NCC(=O)N([C@@H](CC1=CC=CC=C1)C(=O)NNC(=O)C)C)C(=O)OC(C)(C)C (BOC-Tyr-(D)-Met(O)-Gly-MePhe-NHNH-CO-CH3). RXN SMILES: N(C(OC(C)(C)C)=O)[C@@H:2]([C:8]([NH:10][CH2:11][C:12]([N:14]([CH3:30])[C@H:15]([C:23]([NH:25][NH:26][C:27]([CH3:29])=[O:28])=[O:24])[CH2:16][C:17]1[CH:22]=[CH:21][CH:20]=[CH:19][CH:18]=1)=[O:13])=[O:9])[CH2:3][CH2:4][S:5]([CH3:7])=[O:6].CC(OC(N[C@H](C(OCC1C=CC([N+]([O-])=O)=CC=1)=O)CC1C=CC(O)=CC=1)=O)(C)C.[NH:68]([C:93]([O:95][C:96]([CH3:99])([CH3:98])[CH3:97])=[O:94])[C@H:69]([C:78]([NH:80][C@@H](C(NCC(O)=O)=O)CCSC)=[O:79])[CH2:70][C:71]1[CH:76]=[CH:75][C:74]([OH:77])=[CH:73][CH:72]=1>CN(C=O)C>[NH:68]([C:93]([O:95][C:96]([CH3:99])([CH3:98])[CH3:97])=[O:94])[C@H:69]([C:78]([NH:80][C@@H:2]([C:8]([NH:10][CH2:11][C:12]([N:14]([CH3:30])[C@H:15]([C:23]([NH:25][NH:26][C:27]([CH3:29])=[O:28])=[O:24])[CH2:16][C:17]1[CH:22]=[CH:21][CH:20]=[CH:19][CH:18]=1)=[O:13])=[O:9])[CH2:3][CH2:4][S:5]([CH3:7])=[O:6])=[O:79])[CH2:70][C:71]1[CH:72]=[CH:73][C:74]([OH:77])=[CH:75][CH:76]=1. Procedure: Using 0.54 g of BOC-(D)-Met(O)-Gly-MePhe-NHNH-CO-CH3 and 0.46 g of BOC-Tyr-ONB in a similar manner to (III) of Example 36 is obtained (0.46 g) of the desired product, m.p. 141°-142° C., [α]D22 -25.4° (c=0.48, DMF), Rf1 =0.22. Starting materials: N1=CN=CC(=C1)B(O)O (pyrimidine-5-boronic acid), C(C)OC(CCC1=C(C=C(C=C1)OC1=CC(=CC(=C1)Cl)OC1=C(C=C(C=C1)C(F)(F)F)Br)C)=O (3-{4-[3-(2-bromo-4-trifluoromethyl-phenoxy)-5-chloro-phenoxy]-2-methyl-phenyl}-propionic acid ethyl ester). Yields the product ClC=1C=C(OC2=CC(=C(C=C2)CCC(=O)O)C)C=C(C1)OC1=C(C=C(C=C1)C(F)(F)F)C=1C=NC=NC1 (3-{4-[3-Chloro-5-(2-pyrimidin-5-yl-4-trifluoromethyl-phenoxy)-phenoxy]-2-methyl-phenyl}-propionic acid). Reaction SMILES: [N:1]1[CH:6]=[C:5](B(O)O)[CH:4]=[N:3][CH:2]=1.C([O:12][C:13](=[O:43])[CH2:14][CH2:15][C:16]1[CH:21]=[CH:20][C:19]([O:22][C:23]2[CH:28]=[C:27]([Cl:29])[CH:26]=[C:25]([O:30][C:31]3[CH:36]=[CH:35][C:34]([C:37]([F:40])([F:39])[F:38])=[CH:33][C:32]=3Br)[CH:24]=2)=[CH:18][C:17]=1[CH3:42])C>>[Cl:29][C:27]1[CH:28]=[C:23]([CH:24]=[C:25]([O:30][C:31]2[CH:32]=[CH:33][C:34]([C:37]([F:38])([F:39])[F:40])=[CH:35][C:36]=2[C:5]2[CH:6]=[N:1][CH:2]=[N:3][CH:4]=2)[CH:26]=1)[O:22][C:19]1[CH:20]=[CH:21][C:16]([CH2:15][CH2:14][C:13]([OH:43])=[O:12])=[C:17]([CH3:42])[CH:18]=1. Reported procedure: The title compound is prepared according to Example 89 by using pyrimidine-5-boronic acid and 3-{4-[3-(2-bromo-4-trifluoromethyl-phenoxy)-5-chloro-phenoxy]-2-methyl-phenyl}-propionic acid ethyl ester to afford about 31 mg (22%). 1H NMR (400 MHz, CDCl3); MS (ES+) m/z mass calcd for C27H20O4F3N2Cl 528, found 529 (M+1, 100%). Conditions: time 8 hour. Reported procedure: To a solution of 1891 mg of (6-methyl-1-oxidopyridin-3-yl)methyl benzoate in 38 ml of DMF was added 11 ml of trifluoroacetic anhydride, followed by stirring at room temperature overnight. After evaporating trifluoroacetic anhydride under reduced pressure, a saturated aqueous sodium hydrogen carbonate solution was added thereto, followed by extraction with chloroform. The organic layer was dried over anhydrous magnesium sulfate and then concentrated under reduced pressure. The residue was purifie... Solvent: CN(C)C=O (DMF). The reactants are C(C1=CC=CC=C1)(=O)OCC=1C=[N+](C(=CC1)C)[O-] ((6-methyl-1-oxidopyridin-3-yl)methyl benzoate), FC(C(=O)OC(C(F)(F)F)=O)(F)F (trifluoroacetic anhydride). RXN SMILES: [C:1]([O:9][CH2:10][C:11]1[CH:12]=[N+:13]([O-])[C:14]([CH3:17])=[CH:15][CH:16]=1)(=[O:8])[C:2]1[CH:7]=[CH:6][CH:5]=[CH:4][CH:3]=1.FC(F)(F)C(OC(=O)C(F)(F)F)=[O:22]>CN(C=O)C>[C:1]([O:9][CH2:10][C:11]1[CH:12]=[N:13][C:14]([CH2:17][OH:22])=[CH:15][CH:16]=1)(=[O:8])[C:2]1[CH:7]=[CH:6][CH:5]=[CH:4][CH:3]=1. Yields the product C(C1=CC=CC=C1)(=O)OCC=1C=NC(=CC1)CO ([6-(hydroxymethyl)pyridin-3-yl]methyl benzoate).